describe an organic reaction: reactants, conditions, products, and yield From a dataset of the Open Reaction Database (ORD), a public repository of structured organic reaction records. The reactants are N1=CC=C(C=C1)C=1OC=CC1C=1C=C2CCC(C2=CC1)=O (5-(2-Pyridin-4ylfuran-3-yl)indan-1-one), BrN1C(CCC1=O)=O (N-bromosuccinimide), C(O)([O-])=O.[Na+] (sodium hydrogen carbonate). Solvent: CN(C=O)C (dimethylformamide). Reaction conditions: temperature 50 celsius. Product: BrC1=CC(=C(O1)C1=CC=NC=C1)C=1C=C2CCC(C2=CC1)=O (5-(5-Bromo-2-pyridin-4-ylfuran-3-yl)indan-1-one). The yield is 15.7%. Reaction SMILES: [N:1]1[CH:6]=[CH:5][C:4]([C:7]2[O:8][CH:9]=[CH:10][C:11]=2[C:12]2[CH:13]=[C:14]3[C:18](=[CH:19][CH:20]=2)[C:17](=[O:21])[CH2:16][CH2:15]3)=[CH:3][CH:2]=1.[Br:22]N1C(=O)CCC1=O.C(=O)([O-])O.[Na+]>CN(C)C=O>[Br:22][C:9]1[O:8][C:7]([C:4]2[CH:3]=[CH:2][N:1]=[CH:6][CH:5]=2)=[C:11]([C:12]2[CH:13]=[C:14]3[C:18](=[CH:19][CH:20]=2)[C:17](=[O:21])[CH2:16][CH2:15]3)[CH:10]=1 |f:2.3|. Procedure: A solution of the product of Step 8 (1.0 g, 3.6 mmol) in dry dimethylformamide (10 ml) was treated with freshly recrystallised N-bromosuccinimide (1.42 g, 8.0 mmol) and heated at 50° C. for 1 hour. After cooling to room temperature, the reaction mixture was poured into saturated aqueous sodium hydrogen carbonate solution, extracted into dichloromethane, washed twice with brine, dried (MgSO4) and concentrated in vacuo. The residue was chromatographed on silica gel eluting with ethyl acetate to af... Reactants: Br.C(CC1=CC=CC=C1)NCCC1=CC(=CC=C1)OC (N-phenethyl-3-methoxyphenethylamine hydrobromide), C(CCCC)I (pentyl iodide), C([O-])([O-])=O.[K+].[K+] (potassium carbonate). Solvent: CC(=O)C (acetone). Yields the product C(CCCC)N(CCC1=CC=CC=C1)CCC1=CC(=CC=C1)OC (N-pentyl-N-phenethyl-3-methoxy-phenethylamine). As a reaction SMILES: Br.[CH2:2]([NH:10][CH2:11][CH2:12][C:13]1[CH:18]=[CH:17][CH:16]=[C:15]([O:19][CH3:20])[CH:14]=1)[CH2:3][C:4]1[CH:9]=[CH:8][CH:7]=[CH:6][CH:5]=1.[CH2:21](I)[CH2:22][CH2:23][CH2:24][CH3:25].C(=O)([O-])[O-].[K+].[K+]>CC(C)=O>[CH2:21]([N:10]([CH2:11][CH2:12][C:13]1[CH:18]=[CH:17][CH:16]=[C:15]([O:19][CH3:20])[CH:14]=1)[CH2:2][CH2:3][C:4]1[CH:5]=[CH:6][CH:7]=[CH:8][CH:9]=1)[CH2:22][CH2:23][CH2:24][CH3:25] |f:0.1,3.4.5|. Reported procedure: 13.4 g of N-phenethyl-3-methoxyphenethylamine hydrobromide [prepared as in French patent No. 2,356,417, Example 1], 200 ml of acetone, 22 ml of pentyl iodide and 29.3 g of potassium carbonate were refluxed for 4 hours and were vacuum filtered. The filter was washed with acetone and the filtrate was concentrated to dryness under reduced pressure. The 30 g of residue were chromatographed on silica (eluant: cyclohexane - ethyl acetate 7-3) to obtain 11.4 g of pure N-pentyl-N-phenethyl-3-methoxy-phe... The reactants are [Na] (sodium), CO (methanol), [Na] (sodium), C(C)N(C1=C2C(=NC(=N1)Cl)N(N=C2SC)C2=C(C=C(C=C2Cl)Cl)Cl)CCCC (ethyl-butyl-[6-chloro-3-methylsulfanyl-1-(2,4,6trichlorophenyl)-1H-pyrazolo[3,4-d]pyrimidine-4-yl]amine). Product: C(C)N(C1=C2C(=NC(=N1)OC)N(N=C2SC)C2=C(C=C(C=C2Cl)Cl)Cl)CCCC (Ethyl-butyl-[6-methoxy-3-methylsulfanyl-1-(2,4,6-trichlorophenyl)-1H-pyrazolo[3,4-d]pyrimidin-4-yl]amine). RXN SMILES: [Na].[CH2:2]([N:4]([CH2:26][CH2:27][CH2:28][CH3:29])[C:5]1[N:10]=[C:9](Cl)[N:8]=[C:7]2[N:12]([C:17]3[C:22]([Cl:23])=[CH:21][C:20]([Cl:24])=[CH:19][C:18]=3[Cl:25])[N:13]=[C:14]([S:15][CH3:16])[C:6]=12)[CH3:3].[CH3:30][OH:31]>>[CH2:2]([N:4]([CH2:26][CH2:27][CH2:28][CH3:29])[C:5]1[N:10]=[C:9]([O:31][CH3:30])[N:8]=[C:7]2[N:12]([C:17]3[C:22]([Cl:23])=[CH:21][C:20]([Cl:24])=[CH:19][C:18]=3[Cl:25])[N:13]=[C:14]([S:15][CH3:16])[C:6]=12)[CH3:3] |^1:0|. Procedure details: To 1 ml of methanol was added sodium (25 mg) and the mixture was stirred until all the sodium was dissolved completely. The resulting solution was treated with ethyl-butyl-[6-chloro-3-methylsulfanyl-1-(2,4,6trichlorophenyl)-1H-pyrazolo[3,4-d]pyrimidine-4-yl]amine (100 mg, 0.21 mmol) and heated at reflux for 3 hours. The mixture was quenched with water and extracted with ethyl acetate. The organic layer was dried and concentrated to give an oil residue. The oil residue was purified by silica gel ... Procedure: The title compound was prepared from 7-methyl-5-(4-trifluoromethyl-phenyl)-pyrazolo[1,5-a]pyrimidine-3-carboxylic acid (example C.25) and 3-methanesulfonyl-phenylamine according to general procedure II. Pale-yellow solid. MS (ISP) 475.1 [(M+H)+]; mp 198-200° C. Yields the product CS(=O)(=O)C=1C=C(C=CC1)NC(=O)C=1C=NN2C1N=C(C=C2C)C2=CC=C(C=C2)C(F)(F)F (7-Methyl-5-(4-trifluoromethyl-phenyl)-pyrazolo[1,5-a]pyrimidine-3-carboxylic acid(3-methanesulfonyl-phenyl)-amide). Starting materials: CC1=CC(=NC=2N1N=CC2C(=O)O)C2=CC=C(C=C2)C(F)(F)F (7-methyl-5-(4-trifluoromethyl-phenyl)-pyrazolo[1,5-a]pyrimidine-3-carboxylic acid), CS(=O)(=O)C=1C=C(C=CC1)N (3-methanesulfonyl-phenylamine). As a reaction SMILES: [CH3:1][C:2]1[N:7]2[N:8]=[CH:9][C:10]([C:11]([OH:13])=O)=[C:6]2[N:5]=[C:4]([C:14]2[CH:19]=[CH:18][C:17]([C:20]([F:23])([F:22])[F:21])=[CH:16][CH:15]=2)[CH:3]=1.[CH3:24][S:25]([C:28]1[CH:29]=[C:30]([NH2:34])[CH:31]=[CH:32][CH:33]=1)(=[O:27])=[O:26]>>[CH3:24][S:25]([C:28]1[CH:29]=[C:30]([NH:34][C:11]([C:10]2[CH:9]=[N:8][N:7]3[C:2]([CH3:1])=[CH:3][C:4]([C:14]4[CH:19]=[CH:18][C:17]([C:20]([F:22])([F:23])[F:21])=[CH:16][CH:15]=4)=[N:5][C:6]=23)=[O:13])[CH:31]=[CH:32][CH:33]=1)(=[O:26])=[O:27]. Reactants: C1CCOC1, CC(C)[Mg+], [Cl-], [Cl-], O=Cc1ccc(Cl)o1, N#Cc1ccc(I)cc1, [NH4+]. Yields the product N#Cc1ccc(C(O)c2ccc(Cl)o2)cc1. Reaction SMILES: [CH2:25]1[O:26][CH2:27][CH2:28][CH2:29]1.[CH:11]([Mg+:12])([CH3:13])[CH3:14].[Cl-:10].[Cl-:23].[Cl:15][c:16]1[cH:17][cH:18][c:19]([CH:21]=[O:22])[o:20]1.[I:1][c:2]1[cH:3][cH:4][c:5]([C:6]#[N:7])[cH:8][cH:9]1.[NH4+:24]>>[c:2]1([CH:21]([c:19]2[cH:18][cH:17][c:16]([Cl:15])[o:20]2)[OH:22])[cH:3][cH:4][c:5]([C:6]#[N:7])[cH:8][cH:9]1.